This data is from the Open Reaction Database (ORD), a public repository of structured organic reaction records. The task is: describe an organic reaction: reactants, conditions, products, and yield Reactants: ClC1=C(CN2N=C(C3=CC=C(C=C23)CCC(=O)O)C)C(=CC=C1)Cl (3-[1-(2,6-dichlorobenzyl)-3-methyl-1H-indazole-6-yl]propionic acid), C1(CCCCC1)P(C1(C(=C(C=C(C1)C(C)C)C(C)C)C1=CC=CC=C1)C(C)C)C1CCCCC1 (2-dicyclohexylphosphino-2,4,6-triisopropylbiphenyl), CN(C=O)C (N,N-dimethylformamide). The reagents and catalysts are [C-]#N.[Zn+2].[C-]#N (zinc cyanide), C=1C=CC(=CC1)/C=C/C(=O)/C=C/C2=CC=CC=C2.C=1C=CC(=CC1)/C=C/C(=O)/C=C/C2=CC=CC=C2.C=1C=CC(=CC1)/C=C/C(=O)/C=C/C2=CC=CC=C2.[Pd].[Pd] (tris(dibenzylideneacetone)dipalladium(0)). Yields the product ClC1=C(CN2N=C(C3=CC=C(C=C23)CCC(=O)O)C)C(=CC=C1)C#N (3-[1-(2-chloro-6-cyanobenzyl)-3-methyl-1H-indazole-6-yl]propionic acid). RXN SMILES: Cl[C:2]1[CH:23]=[CH:22][CH:21]=[C:20]([Cl:24])[C:3]=1[CH2:4][N:5]1[C:13]2[C:8](=[CH:9][CH:10]=[C:11]([CH2:14][CH2:15][C:16]([OH:18])=[O:17])[CH:12]=2)[C:7]([CH3:19])=[N:6]1.C1(P(C2CCCCC2)C2(C(C)C)CC(C(C)C)=CC(C(C)C)=C2C2C=CC=CC=2)CCCCC1.[CH3:59][N:60](C)C=O>[C-]#N.[Zn+2].[C-]#N.C1C=CC(/C=C/C(/C=C/C2C=CC=CC=2)=O)=CC=1.C1C=CC(/C=C/C(/C=C/C2C=CC=CC=2)=O)=CC=1.C1C=CC(/C=C/C(/C=C/C2C=CC=CC=2)=O)=CC=1.[Pd].[Pd]>[Cl:24][C:20]1[CH:21]=[CH:22][CH:23]=[C:2]([C:59]#[N:60])[C:3]=1[CH2:4][N:5]1[C:13]2[C:8](=[CH:9][CH:10]=[C:11]([CH2:14][CH2:15][C:16]([OH:18])=[O:17])[CH:12]=2)[C:7]([CH3:19])=[N:6]1 |f:3.4.5,6.7.8.9.10|. Procedure details: To a solution of the compound [122](29.7 mg) in N,N-dimethylformamide (0.8 mL) were added zinc cyanide (4.8 mg), tris(dibenzylideneacetone)dipalladium(0) (3.7 mg) and 2-dicyclohexylphosphino-2,4,6-triisopropylbiphenyl (7.8 mg) at room temperature, and then the reaction mixture was subjected to microwave irradiation at 160° C. for 30 minutes. The reaction mixture was quenched with water, and extracted with ethyl acetate, and then the obtained organic layer was dried over anhydrous sodium sulfate,... The reactants are four, N(=O)[O-].[Na+] (sodium nitrite), [I-].[K+] (potassium iodide), NC1=C(C(=O)O)C=C(C(=C1)F)F (2-amino-4,5-difluorobenzoic acid). The solvent is S(O)(O)(=O)=O (sulfuric acid), O (water), S(O)(O)(=O)=O (sulfuric acid), O (water). Run at time 8 hour. Product: IC1=C(C(=O)O)C=C(C(=C1)F)F (2-iodo-4,5-difluorobenzoic acid). The yield is 81.2%. As a reaction SMILES: N[C:2]1[CH:10]=[C:9]([F:11])[C:8]([F:12])=[CH:7][C:3]=1[C:4]([OH:6])=[O:5].N([O-])=O.[Na+].[I-:17].[K+]>O.S(=O)(=O)(O)O>[I:17][C:2]1[CH:10]=[C:9]([F:11])[C:8]([F:12])=[CH:7][C:3]=1[C:4]([OH:6])=[O:5] |f:1.2,3.4|. Reported procedure: To a 1 liter four neck round bottom flask equipped with mechanical stirrer, two dropping funnels and a thermometer was introduced 20 g (86.71 mmol) of 2-amino-4,5-difluorobenzoic acid and a solution of 12.3 ml concentrated sulfuric acid in 90 ml water. The slurry was cooled to between 0° and -5° C. in an ice-acetone bath. One of the dropping funnels was charged with a solution of 6.57 g (95.22 mmol) sodium nitrite in 30 ml of water and slow addition of the solution was begun. The internal reacti... The reactants are N1C(CCC1)=O (2-pyrrolidinone), CC(C)([O-])C.[K+] (potassium tert-butoxide), [Cl-].[NH4+] (ammonium chloride), C(C)(C)(C)OC(=O)N1CC(C2=CC(=C(C=C12)CBr)Br)(C)C (5-Bromo-6-bromomethyl-3,3-dimethyl-2,3-dihydro-indole-1-carboxylic acid tert-butyl ester). Run in C1CCOC1 (THF). Reaction conditions: time 30 minute. The product is C(C)(C)(C)OC(=O)N1CC(C2=CC(=C(C=C12)CN1C(CCC1)=O)Br)(C)C (5-Bromo-3,3-dimethyl-6-(2-oxo-pyrrolidin-1-ylmethyl)-2,3-dihydro-indole-1-carboxylic acid tert-butyl ester). Reaction SMILES: [NH:1]1[CH2:5][CH2:4][CH2:3][C:2]1=[O:6].CC(C)([O-])C.[K+].[C:13]([O:17][C:18]([N:20]1[C:28]2[C:23](=[CH:24][C:25]([Br:31])=[C:26]([CH2:29]Br)[CH:27]=2)[C:22]([CH3:33])([CH3:32])[CH2:21]1)=[O:19])([CH3:16])([CH3:15])[CH3:14].[Cl-].[NH4+]>C1COCC1>[C:13]([O:17][C:18]([N:20]1[C:28]2[C:23](=[CH:24][C:25]([Br:31])=[C:26]([CH2:29][N:1]3[CH2:5][CH2:4][CH2:3][C:2]3=[O:6])[CH:27]=2)[C:22]([CH3:33])([CH3:32])[CH2:21]1)=[O:19])([CH3:16])([CH3:15])[CH3:14] |f:1.2,4.5|. Procedure: To 2-pyrrolidinone (0.8 g, 9.4 mmol) in THF (15.6 mL) was added potassium tert-butoxide (1.05 g, 9.4 mmol) and the mixture was stirred for 30 minutes at room temperature. 5-Bromo-6-bromomethyl-3,3-dimethyl-2,3-dihydro-indole-1-carboxylic acid tert-butyl ester was added in one portion and the reaction stirred for 2 h at room temperature. Saturated aqueous ammonium chloride (15 mL) was added and the mixture extracted with EtOAc. The organic layer was washed with brine, dried with sodium sulfate, f... The reactants are C(=O)O (Formic acid), C(C)(=O)OC(C)=O (acetic anhydride), NC=1C(=CC2=C([C@H](CN(CC2)C)C2=CC=CC=C2)C1)Cl ((R)-8-amino-7-chloro-3-methyl-1-phenyl-2,3,4,5-tetrahydro-1H-3-benzazepine). Solvent: C1CCOC1 (THF), C1CCOC1 (THF). Run at time 24 hour. Product: C(=O)NC=1C(=CC2=C([C@H](CN(CC2)C)C2=CC=CC=C2)C1)Cl ((R)-8-Formamido-7-chloro-3-methyl-1-phenyl-2,3,4,5-tetrahydro-1H-3-benzazepine). As a reaction SMILES: [CH:1]([OH:3])=O.C(OC(=O)C)(=O)C.[NH2:11][C:12]1[C:13]([Cl:30])=[CH:14][C:15]2[CH2:21][CH2:20][N:19]([CH3:22])[CH2:18][C@H:17]([C:23]3[CH:28]=[CH:27][CH:26]=[CH:25][CH:24]=3)[C:16]=2[CH:29]=1>C1COCC1>[CH:1]([NH:11][C:12]1[C:13]([Cl:30])=[CH:14][C:15]2[CH2:21][CH2:20][N:19]([CH3:22])[CH2:18][C@H:17]([C:23]3[CH:28]=[CH:27][CH:26]=[CH:25][CH:24]=3)[C:16]=2[CH:29]=1)=[O:3]. Procedure details: Formic acid (2.25 g, 95-97%) was added dropwise to acetic anhydride (4.10 g.) at 0° C. with stirring. The resulting solution was heated under nitrogen in a water bath at 50°-60° C. with stirring for 2 hours longer. The solution was cooled down to room temperature and diluted with 5 ml of THF. A solution of (R)-8-amino-7-chloro-3-methyl-1-phenyl-2,3,4,5-tetrahydro-1H-3-benzazepine (5.10 g, 0.018 mol) in 25 ml of THF was added dropwise with stirring to the above solution. The resulting solution wa... Run at time 30 minute. As a reaction SMILES: [Cl:1][C:2]1[C:7]([O:8][CH3:9])=[C:6](Cl)[N:5]=[C:4]([S:11][CH3:12])[N:3]=1.C(=O)([O-])[O-].[K+].[K+].O.[NH2:20][NH2:21]>O>[Cl:1][C:2]1[C:7]([O:8][CH3:9])=[C:6]([NH:20][NH2:21])[N:5]=[C:4]([S:11][CH3:12])[N:3]=1 |f:1.2.3,4.5|. The product is ClC1=NC(=NC(=C1OC)NN)SC (4-Chloro-2-methylthio-5-methoxy-6-hydrazinopyrimidine). Run in O (water). Starting materials: ClC1=NC(=NC(=C1OC)Cl)SC (4,6-di-chloro-2-methylthio-5-methoxypyrimidine), C([O-])([O-])=O.[K+].[K+] (potassium carbonate), O.NN (hydrazine monohydrate). Procedure details: A mixture of 48.1 g (0.21 mol) of 4,6-di-chloro-2-methylthio-5-methoxypyrimidine, 29.5 g (0.21 mol) of potassium carbonate, 80 ml of hydrazine monohydrate, and 80 ml of water was prepared and heated at reflux with stirring for about 30 min at which time the reaction appeared by high pressure liquid chromatography to be complete. The mixture was allowed to cool and was extracted with methylene chloride. The extract was dried over magnesium sulfate and concentrated under reduced pressure. The resi... The reactants are FC(CCCCN1N=C(C=C1)N)(C)F (1-(5,5-difluoro-hexyl)-1H-pyrazol-3-ylamine), ClC1=C(C=CC=C1Cl)/C=C/C(=O)O ((E)-3-(2,3-dichloro-phenyl)-acrylic acid), 05b. Yields the product ClC1=C(C=CC=C1Cl)/C=C/C(=O)NC1=NN(C=C1)CCCCC(C)(F)F ((E)-3-(2,3-Dichloro-phenyl)-N-[1-(5,5-difluoro-hexyl)-1H-pyrazol-3-yl]-acrylamide). RXN SMILES: [F:1][C:2]([F:14])([CH3:13])[CH2:3][CH2:4][CH2:5][CH2:6][N:7]1[CH:11]=[CH:10][C:9]([NH2:12])=[N:8]1.[Cl:15][C:16]1[C:21]([Cl:22])=[CH:20][CH:19]=[CH:18][C:17]=1/[CH:23]=[CH:24]/[C:25](O)=[O:26]>>[Cl:15][C:16]1[C:21]([Cl:22])=[CH:20][CH:19]=[CH:18][C:17]=1/[CH:23]=[CH:24]/[C:25]([NH:12][C:9]1[CH:10]=[CH:11][N:7]([CH2:6][CH2:5][CH2:4][CH2:3][C:2]([F:1])([F:14])[CH3:13])[N:8]=1)=[O:26]. Reported procedure: Following general procedure B, starting from 1-(5,5-difluoro-hexyl)-1H-pyrazol-3-ylamine and (E)-3-(2,3-dichloro-phenyl)-acrylic acid. LC-MS-conditions 05b: tR=1.17 min; [M+H]+=401.99. The reactants are [OH-].[OH-].C1(=CC=CC=C1)[B+2] (phenylboron dihydroxide), [F-].[Cs+] (cesium fluoride), ClC1=CC=C(C=C1)C (4-chlorotoluene), O1CCOCC1 (dioxane). The reagents and catalysts are C(C)(=O)[O-].[Pd+2].C(C)(=O)[O-] (palladium acetate), C1(CCCCC1)P(C1=C(C2=CC=CC=C2C=C1)C1=C(C=CC2=CC=CC=C12)P(C1CCCCC1)C1CCCCC1)C1CCCCC1 ((±)-2,2′-Bis(dicyclohexylphosphino)-1,1′-binaphthyl). The product is CC1=CC=C(C=C1)C1=CC=CC=C1 (4-methylbiphenyl). The yield is 93.0%. As a reaction SMILES: [OH-].[OH-].[C:3]1([B+2])[CH:8]=[CH:7][CH:6]=[CH:5][CH:4]=1.[F-].[Cs+].Cl[C:13]1[CH:18]=[CH:17][C:16](C)=[CH:15][CH:14]=1.O1CCOC[CH2:21]1>C([O-])(=O)C.[Pd+2].C([O-])(=O)C.C1(P(C2CCCCC2)C2C=CC3C(=CC=CC=3)C=2C2C3C(=CC=CC=3)C=CC=2P(C2CCCCC2)C2CCCCC2)CCCCC1>[CH3:21][C:3]1[CH:8]=[CH:7][C:6]([C:13]2[CH:18]=[CH:17][CH:16]=[CH:15][CH:14]=2)=[CH:5][CH:4]=1 |f:0.1.2,3.4,7.8.9|. Procedure details: An oven dried resealable Schlenk tube was purged with argon and charged with palladium acetate (4.4 mg, 0.02 mmol, 2 mol %), ligand 2 [Example 1] (11.9 mg, 0.03 mmol, 3 mol %), phenylboron dihydroxide (183 mg, 1.5 mmol), and cesium fluoride (456 mg, 3.0 mmol). The tube was purged with argon, and dioxane (3 mL) and 4-chlorotoluene (0.12 mL, 1.0 mmol) were added through a rubber septum. The septum was removed, the tube was sealed with a teflon screw cap and the mixture was stirred at room temperat...